This data is from the Open Reaction Database (ORD), a public repository of structured organic reaction records. The task is: describe an organic reaction: reactants, conditions, products, and yield Reactants: CS(=O)(=O)OCc1nc(-c2ccccc2Cl)cs1, ClCCl. Product: O=Cc1nc(-c2ccccc2Cl)cs1. RXN SMILES: [CH3:1][S:2](=[O:3])(=[O:4])[O:5][CH2:6][c:7]1[s:8][cH:9][c:10](-[c:12]2[c:13]([Cl:18])[cH:14][cH:15][cH:16][cH:17]2)[n:11]1.[Cl:19][CH2:20][Cl:21]>>[O:5]=[CH:6][c:7]1[s:8][cH:9][c:10](-[c:12]2[c:13]([Cl:18])[cH:14][cH:15][cH:16][cH:17]2)[n:11]1. The reactants are [Br-], [Br-], [Br-], CC(=O)c1cc2c(Cl)cccc2s1, C1CCOC1, C[N+](C)(C)c1ccccc1, C[N+](C)(C)c1ccccc1, C[N+](C)(C)c1ccccc1. Yields the product O=C(CBr)c1cc2c(Cl)cccc2s1. As a reaction SMILES: [Br-:14].[Br-:15].[Br-:16].[Cl:1][c:2]1[cH:3][cH:4][cH:5][c:6]2[s:7][c:8]([C:11]([CH3:12])=[O:13])[cH:9][c:10]12.[O:47]1[CH2:48][CH2:49][CH2:50][CH2:51]1.[c:17]1([N+:18]([CH3:19])([CH3:20])[CH3:21])[cH:22][cH:23][cH:24][cH:25][cH:26]1.[c:27]1([N+:28]([CH3:29])([CH3:30])[CH3:31])[cH:32][cH:33][cH:34][cH:35][cH:36]1.[c:37]1([N+:38]([CH3:39])([CH3:40])[CH3:41])[cH:42][cH:43][cH:44][cH:45][cH:46]1>>[Cl:1][c:2]1[cH:3][cH:4][cH:5][c:6]2[s:7][c:8]([C:11]([CH2:12][Br:14])=[O:13])[cH:9][c:10]12. The reactants are C(C)(=O)OCC.CCCC(C)C (ethyl acetate isohexane), C(#N)C(NC([C@@H](NC1=NC(=NC=C1)F)CC(C)C)=O)C1=C(C=CC=C1)OC (N˜1˜-[Cyano(2-methoxyphenyl)methyl]-N˜2˜-(2-fluoropyrimidin-4-yl)-L-leucinamide), N1CCOCC1 (morpholine), C(C)(C)N(C(C)C)CC (N,N-diisopropylethylamine). Solvent: O1CCCC1 (tetrahydrofuran). Yields the product C(#N)C(NC([C@@H](NC1=NC(=NC=C1)N1CCOCC1)CC(C)C)=O)C1=C(C=CC=C1)OC (N˜1˜-[Cyano(2-methoxyphenyl)methyl]-N˜2˜-(2-morpholin-4-ylpyrimidin-4-yl)-L-leucinamide). As a reaction SMILES: [C:1]([CH:3]([C:20]1[CH:25]=[CH:24][CH:23]=[CH:22][C:21]=1[O:26][CH3:27])[NH:4][C:5](=[O:19])[C@H:6]([CH2:15][CH:16]([CH3:18])[CH3:17])[NH:7][C:8]1[CH:13]=[CH:12][N:11]=[C:10](F)[N:9]=1)#[N:2].[NH:28]1[CH2:33][CH2:32][O:31][CH2:30][CH2:29]1.C(N(CC)C(C)C)(C)C.C(OCC)(=O)C.CCCC(C)C>O1CCCC1>[C:1]([CH:3]([C:20]1[CH:25]=[CH:24][CH:23]=[CH:22][C:21]=1[O:26][CH3:27])[NH:4][C:5](=[O:19])[C@H:6]([CH2:15][CH:16]([CH3:18])[CH3:17])[NH:7][C:8]1[CH:13]=[CH:12][N:11]=[C:10]([N:28]2[CH2:33][CH2:32][O:31][CH2:30][CH2:29]2)[N:9]=1)#[N:2] |f:3.4|. Procedure: The product from step (iii) (0.5 g), morpholine (0.12 ml) and N,N-diisopropylethylamine (0.24 ml) in tetrahydrofuran (20 ml) was stirred at room temperature overnight. The solvent was removed under vacuum to yield a crude oil which was subjected to column chromatography on silica eluting with ethyl acetate/isohexane 3:1 to give a white solid (0.4 g). Starting materials: BrCC1CCC1, O=C([O-])[O-], CCO, [K+], [K+], O, OCc1ccc(O)cc1. The product is OCc1ccc(OCC2CCC2)cc1. RXN SMILES: [Br:16][CH2:17][CH:18]1[CH2:19][CH2:20][CH2:21]1.[C:10](=[O:11])([O-:12])[O-:13].[CH3:23][CH2:24][OH:25].[K+:14].[K+:15].[OH2:22].[OH:1][CH2:2][c:3]1[cH:4][cH:5][c:6]([OH:9])[cH:7][cH:8]1>>[OH:1][CH2:2][c:3]1[cH:4][cH:5][c:6]([O:9][CH2:17][CH:18]2[CH2:19][CH2:20][CH2:21]2)[cH:7][cH:8]1. The product is BrC1=CC=C(C=2SC3=CC=CC=C3SC12)O (4-Bromo-thianthren-1-ol). Reactants: BrBr (bromine), C1(=CC=CC=2SC3=CC=CC=C3SC12)O (Thianthren-1-ol), O (Water). RXN SMILES: [C:1]1([OH:15])[C:14]2[S:13][C:12]3[C:7](=[CH:8][CH:9]=[CH:10][CH:11]=3)[S:6][C:5]=2[CH:4]=[CH:3][CH:2]=1.[Br:16]Br.O>C(O)(=O)C>[Br:16][C:4]1[C:5]2[S:6][C:7]3[C:12](=[CH:11][CH:10]=[CH:9][CH:8]=3)[S:13][C:14]=2[C:1]([OH:15])=[CH:2][CH:3]=1. The solvent is C(C)(=O)O (acetic acid). Procedure: Thianthren-1-ol (6.5 g, 27.98 mmol) was dissolved in glacial acetic acid (100 ml) and to this solution was added bromine (17.1 μl, 13.99 mmol) in a dropwise fashion over 30 minutes. Water (200 ml) was added to the amber solution and the mixture extracted with EtOAc (3×100 ml). The combined organic extracts were then washed with saturated potassium bicarbonate solution (3×100 ml), dried using MgSO4, filtered and concentrated in vacuo to give the title compound. (7.56 g, 87%). m/z (LC-MS, ESP):, R... The reactants are Cl (hydrogen chloride), FC1=C(C=O)C=C(C=C1)C1=NC(=NC(=C1)NCCC1=CC=C(C=C1)OC)OC (2-fluoro-5-{2-methoxy-6-[2-(4-methoxy-phenyl)-ethylamino]-pyrimidin-4-yl}-benzaldehyde), CN(C)CCN (unsym-dimethylethylenediamine), C(C)(=O)O[BH-](OC(C)=O)OC(C)=O.[Na+] (sodium triacetoxyborohydride). Run in CCOC(=O)C (EtOAc), C(Cl)Cl (DCM), CO (methanol). Conditions: time 5 hour. Product: Cl.FC1=C(CNCCN(C)C)C=C(C=C1)C1=NC(=NC(=C1)NCCC1=CC=C(C=C1)OC)OC (N-(2-fluoro-5-{2-methoxy-6-[2-(4-methoxy-phenyl)-ethylamino]-pyrimidin-4-yl}-benzyl)-N′,N′-dimethyl-ethane-1,2-diamine hydrochloride). The yield is 92.0%. Reaction SMILES: [F:1][C:2]1[CH:9]=[CH:8][C:7]([C:10]2[CH:15]=[C:14]([NH:16][CH2:17][CH2:18][C:19]3[CH:24]=[CH:23][C:22]([O:25][CH3:26])=[CH:21][CH:20]=3)[N:13]=[C:12]([O:27][CH3:28])[N:11]=2)=[CH:6][C:3]=1[CH:4]=O.[CH3:29][N:30]([CH2:32][CH2:33][NH2:34])[CH3:31].C(O[BH-](OC(=O)C)OC(=O)C)(=O)C.[Na+].[ClH:49]>C(Cl)Cl.CO.CCOC(C)=O>[ClH:49].[F:1][C:2]1[CH:9]=[CH:8][C:7]([C:10]2[CH:15]=[C:14]([NH:16][CH2:17][CH2:18][C:19]3[CH:20]=[CH:21][C:22]([O:25][CH3:26])=[CH:23][CH:24]=3)[N:13]=[C:12]([O:27][CH3:28])[N:11]=2)=[CH:6][C:3]=1[CH2:4][NH:34][CH2:33][CH2:32][N:30]([CH3:31])[CH3:29] |f:2.3,8.9|. Procedure: A mixture of 2-fluoro-5-{2-methoxy-6-[2-(4-methoxy-phenyl)-ethylamino]-pyrimidin-4-yl}-benzaldehyde [275 mg, 072 mmol, Example 35(j)], unsym-dimethylethylenediamine (217 μL, 1.97 mmol), sodium triacetoxyborohydride (500 mg, 2.36 mmol) and 3 Å sieves (500 mg) in DCM (7 mL) is stirred at room temperature under a nitrogen atmosphere for 5 hours. The reaction mixture is filtered and the filter cake is washed with DCM (50 mL). The combined filtrate and washings are extracted water with (50 mL) and th... Reactants: ClC=1C=C(C=C(C1OC=1C=C2C(=CNC2=CC1)C(C)C)C)NC(CC(=O)O)=O (3-({3-chloro-4-[(3-isopropyl-1H-indol-5-yl)oxy]-5-methylphenyl}amino)-3-oxopropionic acid), [OH-].[Ca+2].[OH-] (calcium hydroxide). Product: ClC=1C=C(C=C(C1OC=1C=C2C(=CNC2=CC1)C(C)C)C)NC(CC(=O)[O-])=O.ClC=1C=C(C=C(C1OC=1C=C2C(=CNC2=CC1)C(C)C)C)NC(CC(=O)[O-])=O.[Ca+2] (Calcium bis[3-({3-chloro-4-[(3-isopropyl-1H-indol-5-yl)oxy]-5-methylphenyl}-amino)-3-oxopropanoate]). Reaction SMILES: [Cl:1][C:2]1[CH:3]=[C:4]([NH:22][C:23](=[O:28])[CH2:24][C:25]([OH:27])=[O:26])[CH:5]=[C:6]([CH3:21])[C:7]=1[O:8][C:9]1[CH:10]=[C:11]2[C:15](=[CH:16][CH:17]=1)[NH:14][CH:13]=[C:12]2[CH:18]([CH3:20])[CH3:19].[OH-].[Ca+2:30].[OH-]>>[Cl:1][C:2]1[CH:3]=[C:4]([NH:22][C:23](=[O:28])[CH2:24][C:25]([O-:27])=[O:26])[CH:5]=[C:6]([CH3:21])[C:7]=1[O:8][C:9]1[CH:10]=[C:11]2[C:15](=[CH:16][CH:17]=1)[NH:14][CH:13]=[C:12]2[CH:18]([CH3:19])[CH3:20].[Cl:1][C:2]1[CH:3]=[C:4]([NH:22][C:23](=[O:28])[CH2:24][C:25]([O-:27])=[O:26])[CH:5]=[C:6]([CH3:21])[C:7]=1[O:8][C:9]1[CH:10]=[C:11]2[C:15](=[CH:16][CH:17]=1)[NH:14][CH:13]=[C:12]2[CH:18]([CH3:19])[CH3:20].[Ca+2:30] |f:1.2.3,4.5.6|. Procedure details: This compound is obtained in a manner analogous to Example 6a starting from 3-({3-chloro-4-[(3-isopropyl-1H-indol-5-yl)oxy]-5-methylphenyl}amino)-3-oxo-propionic acid (Example 6) and calcium hydroxide. Starting materials: C1CCNCC1, CCCCO, ClCCCOc1ccc(CN2CCCCC2)cc1, [I-], [K+], [Na+], [Na+], O=C([O-])[O-], O. The product is c1cc(OCCCN2CCCCC2)ccc1CN1CCCCC1. RXN SMILES: [CH2:19]1[CH2:20][CH2:21][NH:22][CH2:23][CH2:24]1.[CH2:33]([OH:34])[CH2:35][CH2:36][CH3:37].[Cl:1][CH2:2][CH2:3][CH2:4][O:5][c:6]1[cH:7][cH:8][c:9]([CH2:10][N:11]2[CH2:12][CH2:13][CH2:14][CH2:15][CH2:16]2)[cH:17][cH:18]1.[I-:32].[K+:31].[Na+:25].[Na+:26].[O-:27][C:28](=[O:29])[O-:30].[OH2:38]>>[CH2:2]([CH2:3][CH2:4][O:5][c:6]1[cH:7][cH:8][c:9]([CH2:10][N:11]2[CH2:12][CH2:13][CH2:14][CH2:15][CH2:16]2)[cH:17][cH:18]1)[N:22]1[CH2:21][CH2:20][CH2:19][CH2:24][CH2:23]1. Starting materials: C(C)OC(=O)[C@@H]1OC[C@@H]([C@@H]([C@H]1OC(C)=O)O)O ((2R,3R,4S,5S)-3-acetoxy-4,5-dihydroxy-tetrahydropyran-2-carboxylic acid ethyl ester). Solvent: CN(C)C=O (DMF). The product is C(C)(=O)O[C@H]1[C@H]2OC[C@@H]([C@@H]1OC2=O)O ((−)-(1R,4S,5S,8R)-8-acetoxy-4-hydroxy-2,6-dioxa-bicyclo[3.2.1]octan-7-one). The yield is 12.0%. As a reaction SMILES: C([O:3][C:4]([C@H:6]1[C@H:11]([O:12][C:13](=[O:15])[CH3:14])[C@@H:10]([OH:16])[C@@H:9]([OH:17])[CH2:8][O:7]1)=O)C>CN(C=O)C>[C:13]([O:12][C@@H:11]1[C@H:10]2[O:16][C:4](=[O:3])[C@@H:6]1[O:7][CH2:8][C@@H:9]2[OH:17])(=[O:15])[CH3:14]. Reported procedure: (2R,3R,4S,5S)-3-acetoxy-4,5-dihydroxy-tetrahydropyran-2-carboxylic acid ethyl ester (300 mg, 1.2 mmol) was dissolved in DMF (5 ml) and the solution was subjected to microwave irradiation at 150° C. for 4H. After cooling, the solvent was removed in vacuo. The crude product was purified by flash chromatography with 20% EtOAc-hexane to give (−)-(1R,4S,5S,8R)-8-acetoxy-4-hydroxy-2,6-dioxa-bicyclo[3.2.1]octan-7-one. The reactants are S(=O)(=O)([O-])[O-].[Na+].[Na+] (sodium sulfate), S(=O)(Cl)Cl (thionyl chloride), OCC1=NC=C(C(=C1C)[N+](=O)[O-])C (2-hydroxymethyl-3,5dimethyl-4-nitropyridine), solution, C([O-])([O-])=O.[Na+].[Na+] (sodium carbonate). Run in C(C)#N (acetonitrile), C(Cl)Cl (methylenechloride). Run at temperature 12.5 celsius. Product: ClCC1=NC=C(C(=C1C)[N+](=O)[O-])C (2-Chloromethyl-3,5-dimethyl-4-nitropyridine). RXN SMILES: S(Cl)([Cl:3])=O.O[CH2:6][C:7]1[C:12]([CH3:13])=[C:11]([N+:14]([O-:16])=[O:15])[C:10]([CH3:17])=[CH:9][N:8]=1.C(=O)([O-])[O-].[Na+].[Na+].S([O-])([O-])(=O)=O.[Na+].[Na+]>C(Cl)Cl.C(#N)C>[Cl:3][CH2:6][C:7]1[C:12]([CH3:13])=[C:11]([N+:14]([O-:16])=[O:15])[C:10]([CH3:17])=[CH:9][N:8]=1 |f:2.3.4,5.6.7|. Procedure: 8.0 ml (0.11 mole) of thionyl chloride in 20.0 ml of methylenechloride was added to a solution of 20.0 gms 2-hydroxymethyl-3,5dimethyl-4-nitropyridine, of formula-II obtained in step-(a), at temperature of 10-15° C. over a period of 1 hr. The reaction is maintained at 10-15° C. for further 30 min. Aqueous 10% solution of sodium carbonate was slowly added to the reaction mixture at 10-15° C. and pH adjusted to 8.0 to 8.5. The organic base (compound) is over anhydrous sodium sulfate and solvent wa...